Dataset: the Open Reaction Database (ORD), a public repository of structured organic reaction records. Task: describe an organic reaction: reactants, conditions, products, and yield Starting materials: CO, NN, O, O=C1c2ccccc2C(=O)N1OCCO. The product is O=C1c2ccccc2C(=O)N1OC(CO)CO. RXN SMILES: [CH3:19][OH:20].[NH2:2][NH2:3].[OH2:1].[OH:4][CH2:5][CH2:6][O:7][N:8]1[C:9](=[O:18])[c:10]2[cH:11][cH:12][cH:13][cH:14][c:15]2[C:16]1=[O:17]>>[OH:1][CH2:19][CH:6]([CH2:5][OH:4])[O:7][N:8]1[C:9](=[O:18])[c:10]2[cH:11][cH:12][cH:13][cH:14][c:15]2[C:16]1=[O:17]. Reactants: Cn1nc(C(N)=O)c2c1-c1nc(NC3CCN(Cc4ccccc4)CC3)ncc1CC2, CCO, O=CO. The product is Cn1nc(C(N)=O)c2c1-c1nc(NC3CCNCC3)ncc1CC2. RXN SMILES: [CH2:1]([c:2]1[cH:3][cH:4][cH:5][cH:6][cH:7]1)[N:8]1[CH2:9][CH2:10][CH:11]([NH:14][c:15]2[n:16][c:17]3[c:22]([cH:23][n:24]2)[CH2:21][CH2:20][c:19]2[c:18]-3[n:27]([CH3:28])[n:26][c:25]2[C:29](=[O:30])[NH2:31])[CH2:12][CH2:13]1.[CH3:35][CH2:36][OH:37].[CH:32]([OH:33])=[O:34]>>[NH:8]1[CH2:9][CH2:10][CH:11]([NH:14][c:15]2[n:16][c:17]3[c:22]([cH:23][n:24]2)[CH2:21][CH2:20][c:19]2[c:18]-3[n:27]([CH3:28])[n:26][c:25]2[C:29](=[O:30])[NH2:31])[CH2:12][CH2:13]1. Reactants: CCOC(=O)C=C1CCC(c2ccc(Br)cc2)C1, CCOC(=O)CC1CCCC(c2ccc(N=C(c3ccccc3)c3ccccc3)cc2)C1. The product is CCOC(=O)C=C1CCC(c2ccc(N=C(c3ccccc3)c3ccccc3)cc2)C1. RXN SMILES: [Br:33][c:34]1[cH:35][cH:36][c:37]([CH:40]2[CH2:41][C:42](=[CH:45][C:46](=[O:47])[O:48][CH2:49][CH3:50])[CH2:43][CH2:44]2)[cH:38][cH:39]1.[c:1]1([C:7]([c:8]2[cH:9][cH:10][cH:11][cH:12][cH:13]2)=[N:14][c:15]2[cH:16][cH:17][c:18]([CH:19]3[CH2:20][CH2:21][CH2:22][CH:23]([CH2:24][C:25]([O:26][CH2:27][CH3:28])=[O:29])[CH2:30]3)[cH:31][cH:32]2)[cH:2][cH:3][cH:4][cH:5][cH:6]1>>[c:1]1([C:7]([c:8]2[cH:9][cH:10][cH:11][cH:12][cH:13]2)=[N:14][c:34]2[cH:35][cH:36][c:37]([CH:40]3[CH2:41][C:42](=[CH:45][C:46](=[O:47])[O:48][CH2:49][CH3:50])[CH2:43][CH2:44]3)[cH:38][cH:39]2)[cH:2][cH:3][cH:4][cH:5][cH:6]1. Starting materials: CCOCC.CCCCCC (ether hexane), [H-].[Na+] (sodium hydride), O=C(CC(=O)OCC)CCCC (Ethyl 3-ketoheptanoate), C1(=CC=CC=C1)NS(=O)(=O)C(F)(F)F (N-phenyltrifluoro-methanesulfonamide). Run in CN(C=O)C (dimethylformamide), CCOCC.O (ether water). Run at time 2 hour. The product is FC(S(=O)(=O)OC(=CC(=O)OCC)CCCC)(F)F (ethyl 3-trifluoromethanesulfonyloxy-2-heptenoate). As a reaction SMILES: [O:1]=[C:2]([CH2:9][CH2:10][CH2:11][CH3:12])[CH2:3][C:4]([O:6][CH2:7][CH3:8])=[O:5].[H-].[Na+].C1(N[S:22]([C:25]([F:28])([F:27])[F:26])(=[O:24])=[O:23])C=CC=CC=1.CCOCC.CCCCCC>CN(C)C=O.CCOCC.O>[F:26][C:25]([F:28])([F:27])[S:22]([O:1][C:2]([CH2:9][CH2:10][CH2:11][CH3:12])=[CH:3][C:4]([O:6][CH2:7][CH3:8])=[O:5])(=[O:24])=[O:23] |f:1.2,4.5,7.8|. Procedure details: Ethyl 3-ketoheptanoate (2.07 g, 12 mmol) was dissolved in dimethylformamide (60 mL) under argon and sodium hydride (357 mg, 14.4 mmol) was added. After 30 minutes at room temperature the solid N-phenyltrifluoro-methanesulfonamide (Tetra. Letters, (1983), 24, 979) (4.97 g, 13.8 mmol) was added. The reaction was stirred for 2 hours, diluted with ether/water and the usual workup gave after chromatography with 5:95 ether/hexane 3.45 g (94%) of ethyl 3-trifluoromethanesulfonyloxy-2-heptenoate. The reactants are ClC1=C(C=CC=2N(C(=NC21)C(F)(F)F)CC(=O)O)C#N ([4-chloro-5-cyano-2-(trifluoromethyl)-1H-benzimidazol-1-yl]acetic acid), N1=C(C=CC=C1)C(=O)NN (2-pyridinecarbohydrazide). Product: ClC1=C(C=CC=2N(C(=NC21)C(F)(F)F)CC=2OC(=NN2)C2=NC=CC=C2)C#N (4-Chloro-1-{[5-(2-pyridinyl)-1,3,4-oxadiazol-2-yl]methyl}-2-(trifluoromethyl)-1H-benzimidazole-5-carbonitrile). As a reaction SMILES: [Cl:1][C:2]1[C:10]2[N:9]=[C:8]([C:11]([F:14])([F:13])[F:12])[N:7]([CH2:15][C:16]([OH:18])=O)[C:6]=2[CH:5]=[CH:4][C:3]=1[C:19]#[N:20].[N:21]1[CH:26]=[CH:25][CH:24]=[CH:23][C:22]=1[C:27]([NH:29][NH2:30])=O>>[Cl:1][C:2]1[C:10]2[N:9]=[C:8]([C:11]([F:12])([F:13])[F:14])[N:7]([CH2:15][C:16]3[O:18][C:27]([C:22]4[CH:23]=[CH:24][CH:25]=[CH:26][N:21]=4)=[N:29][N:30]=3)[C:6]=2[CH:5]=[CH:4][C:3]=1[C:19]#[N:20]. Procedure: Synthesized as described Example 200C from [4-chloro-5-cyano-2-(trifluoromethyl)-1H-benzimidazol-1-yl]acetic acid and 2-pyridinecarbohydrazide: MS (ESI) m/z 405 (M+1). The reactants are ClC1=C(C(=O)OCC)C=CC=N1 (ethyl 2-chloronicotinate), C1(=CC=CC=C1)C=1N=CNC1 (4-phenylimidazole), C(=O)([O-])[O-].[K+].[K+] (K2CO3). Reagents/catalysts: C1COCCOCCOCCOCCOCCO1 (18-crown-6). The solvent is CN(C=O)C (N,N-dimethylformamide). Reaction conditions: temperature 160 celsius. Yields the product C1(=CC=CC=C1)C=1N=CN(C1)C1=NC=CC=C1C(=O)OCC (Ethyl 2-(4-phenyl-1H-imidazol-1-yl)pyridine-3-carboxylate). Yield: 28.9%. RXN SMILES: Cl[C:2]1[N:12]=[CH:11][CH:10]=[CH:9][C:3]=1[C:4]([O:6][CH2:7][CH3:8])=[O:5].[C:13]1([C:19]2[N:20]=[CH:21][NH:22][CH:23]=2)[CH:18]=[CH:17][CH:16]=[CH:15][CH:14]=1.C([O-])([O-])=O.[K+].[K+]>CN(C)C=O.C1OCCOCCOCCOCCOCCOC1>[C:13]1([C:19]2[N:20]=[CH:21][N:22]([C:2]3[C:3]([C:4]([O:6][CH2:7][CH3:8])=[O:5])=[CH:9][CH:10]=[CH:11][N:12]=3)[CH:23]=2)[CH:14]=[CH:15][CH:16]=[CH:17][CH:18]=1 |f:2.3.4|. Procedure details: A mixture of 5.0 g of ethyl 2-chloronicotinate (26.94 mmol), 3.4 g of 4-phenylimidazole (23.58 mmol), 7.6 g of K2CO3 and 80 mg of 18-crown-6 in 18 ml of N,N-dimethylformamide was heated in a microwave at 160° C. for about 1 hour. This was followed by concentrating, taking up the residue in dichloromethane, washing with water and sat. NaCl solution, drying over MgSO4, filtering and evaporating. Chromatography on silica gel (eluent: CH2Cl2/methanol 2%-5%) resulted in 2 g of a dark oil, which was i...